From a dataset of the Open Reaction Database (ORD), a public repository of structured organic reaction records. describe an organic reaction: reactants, conditions, products, and yield The reactants are [OH-].[K+] (KOH), [N+](=O)([O-])C1=CC=CC=2NC(OC21)=O (7-nitro-2-benzoxazolinone), CI (MeI), CI (MeI). Solvent: CS(=O)C (DMSO), O (water), CS(=O)C (DMSO). Run at time 16 hour. Yields the product CN1C(OC2=C1C=CC=C2[N+](=O)[O-])=O (3-methyl-7-nitro-2-benzoxazolinone). The yield is 84.7%. RXN SMILES: [N+:1]([C:4]1[C:12]2[O:11][C:10](=[O:13])[NH:9][C:8]=2[CH:7]=[CH:6][CH:5]=1)([O-:3])=[O:2].[OH-].[K+].[CH3:16]I>CS(C)=O.O>[CH3:16][N:9]1[C:8]2[CH:7]=[CH:6][CH:5]=[C:4]([N+:1]([O-:3])=[O:2])[C:12]=2[O:11][C:10]1=[O:13] |f:1.2|. Procedure: 3.94 g (21.9 mmol) of 7-nitro-2-benzoxazolinone (for preparation of the latter compound, and European patent EPO189612 and references cited therein) were dissolved in 40 ml of DMSO after which 1.72 g of 85% powdered KOH (26.2 mmol) were added. While stirring and cooling (water) 3.72 g (26.2 mmol) of MeI dissolved in 6 ml of DMSO, were added dropwise over a period of 10 minutes. Stirring was continued at room temperature for 16 hrs, during the latter period an extra amount of MeI (0.5 g) was adde... Reactants: C(C=C)#N (acrylonitrile), ClC=1C=C2C(C(NC2=CC1)=O)(O)C1=CC=CC=C1 (5-chloro-3-phenyl-3-hydroxyindolin-2-one). The product is ClC=1C=C2C(C(N(C2=CC1)CCC#N)=O)(C1=CC=CC=C1)O (5-chloro-1-(cyanoethyl)-3-hydroxy-3-phenylindolin-2-one). RXN SMILES: [C:1](#[N:4])[CH:2]=[CH2:3].[Cl:5][C:6]1[CH:7]=[C:8]2[C:12](=[CH:13][CH:14]=1)[NH:11][C:10](=[O:15])[C:9]2([C:17]1[CH:22]=[CH:21][CH:20]=[CH:19][CH:18]=1)[OH:16]>>[Cl:5][C:6]1[CH:7]=[C:8]2[C:12](=[CH:13][CH:14]=1)[N:11]([CH2:3][CH2:2][C:1]#[N:4])[C:10](=[O:15])[C:9]2([OH:16])[C:17]1[CH:22]=[CH:21][CH:20]=[CH:19][CH:18]=1. Reported procedure: Reaction of acrylonitrile with 5-chloro-3-phenyl-3-hydroxyindolin-2-one by a process analogous to that of Example 1 gives 5-chloro-1-(cyanoethyl)-3-hydroxy-3-phenylindolin-2-one. Hydrogenation of the 5-chloro-1-(2-cyanoethyl)-3-hydroxy-3-phenylindolin-2-one by a procedure analogous to that of Example 2 gives 1-(3-aminopropyl)-5-chloro-3-hydroxy-3-phenylindolin-2-one. Cyclodehydration of the 1-(3-aminopropyl)-5-chloro-3-hydroxy-3-phenylindolin-2-one by a procedure analogous to that of Example 3 g...